describe an organic reaction: reactants, conditions, products, and yield From a dataset of the Open Reaction Database (ORD), a public repository of structured organic reaction records. Reactants: O=C([O-])[O-], COC(=O)CBr, CC1CN(C(=O)COc2ccc(Cl)cc2O)C(C)CN1Cc1ccc(F)cc1, [Cs+], [Cs+], C1COCCO1. As a reaction SMILES: [C:35](=[O:36])([O-:37])[O-:38].[CH3:29][O:30][C:31]([CH2:32][Br:33])=[O:34].[Cl:1][c:2]1[cH:3][c:4]([OH:28])[c:5]([O:6][CH2:7][C:8](=[O:9])[N:10]2[CH:11]([CH3:25])[CH2:12][N:13]([CH2:17][c:18]3[cH:19][cH:20][c:21]([F:24])[cH:22][cH:23]3)[CH:14]([CH3:16])[CH2:15]2)[cH:26][cH:27]1.[Cs+:39].[Cs+:40].[O:41]1[CH2:42][CH2:43][O:44][CH2:45][CH2:46]1>>[Cl:1][c:2]1[cH:3][c:4]([O:28][CH2:32][C:31]([O:30][CH3:29])=[O:34])[c:5]([O:6][CH2:7][C:8](=[O:9])[N:10]2[CH:11]([CH3:25])[CH2:12][N:13]([CH2:17][c:18]3[cH:19][cH:20][c:21]([F:24])[cH:22][cH:23]3)[CH:14]([CH3:16])[CH2:15]2)[cH:26][cH:27]1. The product is COC(=O)COc1cc(Cl)ccc1OCC(=O)N1CC(C)N(Cc2ccc(F)cc2)CC1C. The reactants are FC(C1=NN=C2N1C=C(C=C2)B(O)O)(F)F (3-(trifluoromethyl)-[1,2,4]triazolo[4,3-a]pyridin-6-ylboronic acid), C(C)OC(C1=C(C=CC(=C1)Br)OC(F)(F)F)=O (ethyl-5-bromo-2-(trifluoromethoxy)benzoate), COC(OC)OC (trimethylorthoformate), O.NN (hydrazine monohydrate). Run in C(C)O (ethanol). Product: FC(OC1=C(C=C(C=C1)C=1C=CC=2N(C1)C(=NN2)C(F)(F)F)C=2OC=NN2)(F)F (2-(2-(trifluoromethoxy)-5-(3-(trifluoromethyl)-[1,2,4]triazolo[4,3-a]pyridin-6-yl)phenyl)-1,3,4-oxadiazole). RXN SMILES: [CH2:1]([O:3][C:4](=O)[C:5]1[CH:10]=[C:9](Br)[CH:8]=[CH:7][C:6]=1[O:12][C:13]([F:16])([F:15])[F:14])C.O.[NH2:19][NH2:20].COC(OC)OC.[F:28][C:29]([F:43])([F:42])[C:30]1[N:34]2[CH:35]=[C:36](B(O)O)[CH:37]=[CH:38][C:33]2=[N:32][N:31]=1>C(O)C>[F:14][C:13]([F:16])([F:15])[O:12][C:6]1[CH:7]=[CH:8][C:9]([C:36]2[CH:37]=[CH:38][C:33]3[N:34]([C:30]([C:29]([F:43])([F:42])[F:28])=[N:31][N:32]=3)[CH:35]=2)=[CH:10][C:5]=1[C:4]1[O:3][CH:1]=[N:19][N:20]=1 |f:1.2|. Procedure: To a round bottom flask was added ethyl-5-bromo-2-(trifluoromethoxy)benzoate (0.638 mmole) in ethanol (10 mL). To this solution was added 1 mL of hydrazine monohydrate and the resulting mixture was refluxed overnight. The reaction mixture was evaporated in vacuo to give A. To A was added trimethylorthoformate in a heavy wall pressure tube. This resulting mixture was heated at 100 C for 18 hours. The reaction mixture was concentrated down and purified by preparative TLC to afford B which was coup... The reactants are FC=1C=CC(=C(OCC=2C(=CC=C3NC(C(N(C23)C)=O)(C)C)C2=C(C=C(C=C2)O)OC)C1)C (8-(5-fluoro-2-methylphenoxymethyl)-7-(4-hydroxy-2-methoxyphenyl)-1,3,3-trimethyl-3,4-dihydro-1H-quinoxalin-2-one), CN(C(=O)Cl)C1=CC=CC=C1 (N-methyl-N-phenylcarbamoyl chloride). Solvent: N1=CC=CC=C1 (pyridine). Reaction conditions: temperature 100 celsius, time 2 hour. Yields the product FC=1C=CC(=C(OCC=2C(=CC=C3NC(C(N(C23)C)=O)(C)C)C2=C(C=C(C=C2)OC(=O)N(C2=CC=CC=C2)C)OC)C1)C (8-(5-Fluoro-2-methylphenoxymethyl)-7-[2-methoxy-4-(N-methyl-N-phenylaminocarbonyloxy)phenyl]-1,3,3 trimethyl-3,4-dihydro-1H-quinoxalin-2-one). The yield is 87.0%. RXN SMILES: [F:1][C:2]1[CH:3]=[CH:4][C:5]([CH3:33])=[C:6]([CH:32]=1)[O:7][CH2:8][C:9]1[C:10]([C:23]2[CH:28]=[CH:27][C:26]([OH:29])=[CH:25][C:24]=2[O:30][CH3:31])=[CH:11][CH:12]=[C:13]2[C:18]=1[N:17]([CH3:19])[C:16](=[O:20])[C:15]([CH3:22])([CH3:21])[NH:14]2.[CH3:34][N:35]([C:39]1[CH:44]=[CH:43][CH:42]=[CH:41][CH:40]=1)[C:36](Cl)=[O:37]>N1C=CC=CC=1>[F:1][C:2]1[CH:3]=[CH:4][C:5]([CH3:33])=[C:6]([CH:32]=1)[O:7][CH2:8][C:9]1[C:10]([C:23]2[CH:28]=[CH:27][C:26]([O:29][C:36]([N:35]([CH3:34])[C:39]3[CH:44]=[CH:43][CH:42]=[CH:41][CH:40]=3)=[O:37])=[CH:25][C:24]=2[O:30][CH3:31])=[CH:11][CH:12]=[C:13]2[C:18]=1[N:17]([CH3:19])[C:16](=[O:20])[C:15]([CH3:22])([CH3:21])[NH:14]2. Reported procedure: A mixture 8-(5-fluoro-2-methylphenoxymethyl)-7-(4-hydroxy-2-methoxyphenyl)-1,3,3-trimethyl-3,4-dihydro-1H-quinoxalin-2-one (Compound No. 11, 25.4 mg, 0.0564 mmol) and N-methyl-N-phenylcarbamoyl chloride (20.4 mg, 0.120 mmol) was dissolved in pyridine (1 mL), and stirred for 2 hours at 100° C. The reaction mixture was concentrated, and then the obtained residue was purified by silica gel column chromatography (hexane-ethyl acetate) to give the titled compound (28.7 mg) as a pale yellow amorphous ... Starting materials: ( a ), ClCCCOC1=C(C=CC=C1)[N+](=O)[O-] (1-chloro-3-(2-nitrophenoxy)propane), C1(=CC=CC=C1)C(OC1CCNCC1)C=1C=NC=CC1 (4-(phenyl-3-pyridylmethoxy)piperidine), ClCCCOC1=C(C=CC=C1)[N+](=O)[O-] (1-chloro-3-(2-nitrophenoxy)propane). The product is C1(=CC=CC=C1)C(OC1CCN(CC1)CCCOC1=C(C=CC=C1)[N+](=O)[O-])C=1C=NC=CC1 (4-(phenyl-3-pyridylmethoxy)-1-[3-(2-nitrophenoxy)propyl]piperidine). As a reaction SMILES: [C:1]1([CH:7]([C:15]2[CH:16]=[N:17][CH:18]=[CH:19][CH:20]=2)[O:8][CH:9]2[CH2:14][CH2:13][NH:12][CH2:11][CH2:10]2)[CH:6]=[CH:5][CH:4]=[CH:3][CH:2]=1.Cl[CH2:22][CH2:23][CH2:24][O:25][C:26]1[CH:31]=[CH:30][CH:29]=[CH:28][C:27]=1[N+:32]([O-:34])=[O:33]>>[C:1]1([CH:7]([C:15]2[CH:16]=[N:17][CH:18]=[CH:19][CH:20]=2)[O:8][CH:9]2[CH2:14][CH2:13][N:12]([CH2:22][CH2:23][CH2:24][O:25][C:26]3[CH:31]=[CH:30][CH:29]=[CH:28][C:27]=3[N+:32]([O-:34])=[O:33])[CH2:11][CH2:10]2)[CH:2]=[CH:3][CH:4]=[CH:5][CH:6]=1. Reported procedure: The procedure of Example 24 (a) was repeated except for using 4-(phenyl-3-pyridylmethoxy)piperidine and 1-chloro-3-(2-nitrophenoxy)propane instead of 4-[(2-chlorophenyl)-phenylmethoxy]piperidine and 1-chloro-3-(2-nitrophenoxy)propane to give oily 4-(phenyl-3-pyridylmethoxy)-1-[3-(2-nitrophenoxy)propyl]piperidine. The reactants are CCN=C=NCCCN(C)C, CN(C)C=O, Cl, Cl, Nc1ccncc1, COc1cc2c(c3c1OC(C)(C)C3)C(c1ccn(Cc3ccc(C(=O)O)cc3)c(=O)c1)=NC(C)(C)C2, O, On1nnc2ccccc21. Yields the product COc1cc2c(c3c1OC(C)(C)C3)C(c1ccn(Cc3ccc(C(=O)Nc4ccncc4)cc3)c(=O)c1)=NC(C)(C)C2. As a reaction SMILES: [CH2:2]([N:3]=[C:4]=[N:5][CH2:6][CH2:7][CH2:8][N:9]([CH3:10])[CH3:11])[CH3:12].[CH3:68][N:69]([CH3:70])[CH:71]=[O:72].[ClH:13].[ClH:1].[NH2:50][c:51]1[cH:52][cH:53][n:54][cH:55][cH:56]1.[O:14]=[c:15]1[n:16]([CH2:40][c:41]2[cH:42][cH:43][c:44]([C:45](=[O:46])[OH:47])[cH:48][cH:49]2)[cH:17][cH:18][c:19]([C:21]2=[N:22][C:23]([CH3:38])([CH3:39])[CH2:24][c:25]3[cH:26][c:27]([O:36][CH3:37])[c:28]4[c:29]([c:30]32)[CH2:31][C:32]([CH3:34])([CH3:35])[O:33]4)[cH:20]1.[OH2:57].[OH:58][n:59]1[c:60]2[cH:61][cH:62][cH:63][cH:64][c:65]2[n:66][n:67]1>>[O:14]=[c:15]1[n:16]([CH2:40][c:41]2[cH:42][cH:43][c:44]([C:45](=[O:47])[NH:50][c:51]3[cH:52][cH:53][n:54][cH:55][cH:56]3)[cH:48][cH:49]2)[cH:17][cH:18][c:19]([C:21]2=[N:22][C:23]([CH3:38])([CH3:39])[CH2:24][c:25]3[cH:26][c:27]([O:36][CH3:37])[c:28]4[c:29]([c:30]32)[CH2:31][C:32]([CH3:34])([CH3:35])[O:33]4)[cH:20]1. The reactants are CN=C=S (methyl isothiocyanate), NC=1C=C(C(=O)O)C=CC1 (3-amino-benzoic acid), BrBr (bromine). Run in C(C)(=O)O (acetic acid), C(C)(=O)O (acetic acid), C(C)(=O)O (acetic acid). Conditions: temperature 95 celsius. Product: CNC=1SC2=C(N1)C=CC=C2C(=O)O (2-methylamino-benzothiazole-7-carboxylic acid). Isolated yield 97.0%. As a reaction SMILES: [CH3:1][N:2]=[C:3]=[S:4].[NH2:5][C:6]1[CH:7]=[C:8]([CH:12]=[CH:13][CH:14]=1)[C:9]([OH:11])=[O:10].BrBr>C(O)(=O)C>[CH3:1][NH:2][C:3]1[S:4][C:7]2[C:8]([C:9]([OH:11])=[O:10])=[CH:12][CH:13]=[CH:14][C:6]=2[N:5]=1. Reported procedure: A solution of 39.2 g of methyl isothiocyanate and 50 g of 100% acetic acid is added dropwise to a suspension of 70 g of 3-amino-benzoic acid and 250 g of 100% acetic acid at 75-80° C. in the course of 50 minutes. A solution from which 3-(N'-methylthioureido)-benzoic acid slowly precipitates out in crystalline form is temporarily formed. After the mixture has been allowed to react completely for 2 hours, it is cooled to 500 and a solution of 81.5 g of bromine and 50 g of 100% acetic acid is added... Reactants: C(CCC)SC=1SC=CC1 (2-Butylsulphanylthiophene), BrN1C(CCC1=O)=O (N-bromosuccinimide). Solvent: C(Cl)(Cl)Cl (chloroform), C(C)(=O)O (acetic acid), O (water). Reaction conditions: time 0.5 hour. Yields the product BrC=1SC(=CC1)SCCCC (2-Bromo-5-butylsulphanylthiophene). Reaction SMILES: [CH2:1]([S:5][C:6]1[S:7][CH:8]=[CH:9][CH:10]=1)[CH2:2][CH2:3][CH3:4].[Br:11]N1C(=O)CCC1=O>C(Cl)(Cl)Cl.C(O)(=O)C.O>[Br:11][C:8]1[S:7][C:6]([S:5][CH2:1][CH2:2][CH2:3][CH3:4])=[CH:10][CH:9]=1. Procedure details: A solution of compound 6 (5.18 g, 0.030 mol) and N-bromosuccinimide (5.34 g, 0.030 mol) in chloroform (80 ml) and glacial acetic acid (80 ml) was gently heated under reflux (with stirring) for 0.5 h (glc analysis revealed a complete reaction). The reaction mixture was diluted with water and washed with dichloromethane (2×100 ml); the combined organic extracts were washed successively with water (300 ml) and aqueous potassium hydroxide (5%, 300 ml) before being dried (MgSO4). The solvent was remo... The reactants are ClC1=C(OC=2C3=C(N=C(N2)S(=O)(=O)C)CCN(C3)C(=O)OC(C)(C)C)C=CC(=C1)Cl (tert-butyl 4-(2,4-dichlorophenoxy)-2-(methylsulfonyl)-5,6,7,8-tetrahydropyridino[4,3-d]pyrimidine-6-carboxylate), NC1=NC(=CC=C1[N+](=O)[O-])NCCN (2-amino-3-nitro-6-(2-aminoethylamino)pyridine). The product is NC1=C(C=CC(=N1)NCCNC=1N=C(C2=C(N1)CCN(C2)C(=O)OC(C)(C)C)OC2=C(C=C(C=C2)Cl)Cl)[N+](=O)[O-] (tert-butyl 2-({2-[(6-amino-5-nitro(2-pyridyl))amino]ethyl}amino)-4-(2,4-dichlorophenoxy)-5,6,7,8-tetrahydropyridino[4,3-d]pyrimidine-6-carboxylate). Reaction SMILES: [Cl:1][C:2]1[CH:29]=[C:28]([Cl:30])[CH:27]=[CH:26][C:3]=1[O:4][C:5]1[C:6]2[CH2:18][N:17]([C:19]([O:21][C:22]([CH3:25])([CH3:24])[CH3:23])=[O:20])[CH2:16][CH2:15][C:7]=2[N:8]=[C:9](S(C)(=O)=O)[N:10]=1.[NH2:31][C:32]1[C:37]([N+:38]([O-:40])=[O:39])=[CH:36][CH:35]=[C:34]([NH:41][CH2:42][CH2:43][NH2:44])[N:33]=1>>[NH2:31][C:32]1[N:33]=[C:34]([NH:41][CH2:42][CH2:43][NH:44][C:9]2[N:10]=[C:5]([O:4][C:3]3[CH:26]=[CH:27][C:28]([Cl:30])=[CH:29][C:2]=3[Cl:1])[C:6]3[CH2:18][N:17]([C:19]([O:21][C:22]([CH3:25])([CH3:24])[CH3:23])=[O:20])[CH2:16][CH2:15][C:7]=3[N:8]=2)[CH:35]=[CH:36][C:37]=1[N+:38]([O-:40])=[O:39]. Reported procedure: Following Example 7, treatment of tert-butyl 4-(2,4-dichlorophenoxy)-2-(methylsulfonyl)-5,6,7,8-tetrahydropyridino[4,3-d]pyrimidine-6-carboxylate with 2-amino-3-nitro-6-(2-aminoethylamino)pyridine gave tert-butyl 2-({2-[(6-amino-5-nitro(2-pyridyl))amino]ethyl}amino)-4-(2,4-dichlorophenoxy)-5,6,7,8-tetrahydropyridino[4,3-d]pyrimidine-6-carboxylate.